Dataset: the Open Reaction Database (ORD), a public repository of structured organic reaction records. Task: describe an organic reaction: reactants, conditions, products, and yield The product is COC=1C=C2C=CC(=CC2=CC1)CCC(C)=O (4-(6-methoxy-2-naphthyl)-2-butanone). Procedure details: The process of claim 1 which also comprises methylating the 6-bromo-2-naphthol to 6-bromo-2-methoxynaphthalene and then converting the 6-bromo-2-methoxynaphthalene thus obtained to 4-(6-methoxy-2-naphthyl)-2-butanone. As a reaction SMILES: BrC1C=C2C(=CC=1)[CH:8]=[C:7]([OH:12])[CH:6]=[CH:5]2.Br[C:14]1[CH:15]=[C:16]2[C:21](=[CH:22][CH:23]=1)[CH:20]=[C:19]([O:24][CH3:25])[CH:18]=[CH:17]2>>[CH3:25][O:24][C:19]1[CH:20]=[C:21]2[C:16](=[CH:17][CH:18]=1)[CH:15]=[C:14]([CH2:5][CH2:6][C:7](=[O:12])[CH3:8])[CH:23]=[CH:22]2. Starting materials: BrC=1C=C2C=CC(=CC2=CC1)O (6-bromo-2-naphthol), BrC=1C=C2C=CC(=CC2=CC1)OC (6-bromo-2-methoxynaphthalene), BrC=1C=C2C=CC(=CC2=CC1)OC (6-bromo-2-methoxynaphthalene). Reactants: CNCC(=O)O, CS(N)(=O)=O, CN(C)C=O, [Cu]I, CC(C)CCn1c(=O)c(C2=NS(=O)(=O)c3cc(I)ccc3N2)c(O)c2cc(F)cn21, [K+], [K+], [K+], [K+], [K+], O=P([O-])([O-])OP(=O)([O-])OP(=O)([O-])[O-]. Product: CC(C)CCn1c(=O)c(C2=NS(=O)(=O)c3cc(NS(C)(=O)=O)ccc3N2)c(O)c2cc(F)cn21. RXN SMILES: [CH3:49][NH:50][CH2:51][C:52](=[O:53])[OH:54].[CH3:55][S:56](=[O:57])(=[O:58])[NH2:59].[CH3:62][N:63]([CH3:64])[CH:65]=[O:66].[Cu:60][I:61].[F:1][c:2]1[cH:3][c:4]2[n:5]([n:6]([CH2:25][CH2:26][CH:27]([CH3:28])[CH3:29])[c:7](=[O:24])[c:8]([C:11]3=[N:12][S:13](=[O:22])(=[O:23])[c:14]4[c:15]([cH:17][cH:18][c:19]([I:21])[cH:20]4)[NH:16]3)[c:9]2[OH:10])[cH:30]1.[K+:44].[K+:45].[K+:46].[K+:47].[K+:48].[O-:31][P:32]([O:33][P:34]([O:35][P:36]([O-:37])([O-:38])=[O:39])([O-:40])=[O:41])(=[O:42])[O-:43]>>[F:1][c:2]1[cH:3][c:4]2[n:5]([n:6]([CH2:25][CH2:26][CH:27]([CH3:28])[CH3:29])[c:7](=[O:24])[c:8]([C:11]3=[N:12][S:13](=[O:22])(=[O:23])[c:14]4[c:15]([cH:17][cH:18][c:19]([NH:59][S:56]([CH3:55])(=[O:57])=[O:58])[cH:20]4)[NH:16]3)[c:9]2[OH:10])[cH:30]1. Starting materials: ClC[C@@H](COC1=C(C=CC=C1)F)C (1-{[(2R)-3-chloro-2-methylpropyl]oxy}-2-fluorobenzene), CC(C(=O)NC1=CC(=CC=C1)C1CCNCC1)C (2-methyl-N-[3-(4-piperidinyl)phenyl]propanamide). The product is FC1=C(OC[C@H](CN2CCC(CC2)C=2C=C(C=CC2)NC(C(C)C)=O)C)C=CC=C1 (N-(3-{1-[(2S)-3-(2-FLUOROPHENOXY)-2-METHYLPROPYL]-4-PIPERIDINYL}PHENYL)-2-METHYLPROPANAMIDE). Reaction SMILES: Cl[CH2:2][C@H:3]([CH3:13])[CH2:4][O:5][C:6]1[CH:11]=[CH:10][CH:9]=[CH:8][C:7]=1[F:12].[CH3:14][CH:15]([CH3:31])[C:16]([NH:18][C:19]1[CH:24]=[CH:23][CH:22]=[C:21]([CH:25]2[CH2:30][CH2:29][NH:28][CH2:27][CH2:26]2)[CH:20]=1)=[O:17]>>[F:12][C:7]1[CH:8]=[CH:9][CH:10]=[CH:11][C:6]=1[O:5][CH2:4][C@@H:3]([CH3:13])[CH2:2][N:28]1[CH2:29][CH2:30][CH:25]([C:21]2[CH:20]=[C:19]([NH:18][C:16](=[O:17])[CH:15]([CH3:14])[CH3:31])[CH:24]=[CH:23][CH:22]=2)[CH2:26][CH2:27]1. Reported procedure: Prepared by Procedure G and Scheme B1 using 1-{[(2R)-3-chloro-2-methylpropyl]oxy}-2-fluorobenzene and 2-methyl-N-[3-(4-piperidinyl)phenyl]propanamide: ESMS m/e: 413.2 (M+H)+. Starting materials: FC(C(=O)O)(F)F.FC1=C(C=CC(=C1)F)N1N=C(CC1C=1SC(=CC1)C=1CCNCC1)C(C(F)(F)F)(F)F (1-(2,4-difluoro-phenyl)-5-[5-(1,2,3,6-tetrahydropyridin-4-yl)-thiophen-2-yl]-3-pentafluoroethyl-4,5-dihydro-1H-pyrazole trifluoroacetate), CN(S(=O)(=O)Cl)C (dimethylsulfamoyl chloride). Product: FC1=C(C=CC(=C1)F)N1N=C(CC1C=1SC(=CC1)C=1CCN(CC1)S(N(C)C)(=O)=O)C(C(F)(F)F)(F)F (1-(2,4-difluoro-phenyl)-5-[5-(1-dimethylsulfamoyl-1,2,3,6-tetrahydropyridin-4-yl)-thiophen-2-yl]-3-pentafluoroethyl-4,5-dihydro-1H-pyrazole). As a reaction SMILES: FC(F)(F)C(O)=O.[F:8][C:9]1[CH:14]=[C:13]([F:15])[CH:12]=[CH:11][C:10]=1[N:16]1[CH:20]([C:21]2[S:22][C:23]([C:26]3[CH2:27][CH2:28][NH:29][CH2:30][CH:31]=3)=[CH:24][CH:25]=2)[CH2:19][C:18]([C:32]([F:38])([F:37])[C:33]([F:36])([F:35])[F:34])=[N:17]1.[CH3:39][N:40]([CH3:45])[S:41](Cl)(=[O:43])=[O:42]>>[F:8][C:9]1[CH:14]=[C:13]([F:15])[CH:12]=[CH:11][C:10]=1[N:16]1[CH:20]([C:21]2[S:22][C:23]([C:26]3[CH2:27][CH2:28][N:29]([S:41](=[O:43])(=[O:42])[N:40]([CH3:45])[CH3:39])[CH2:30][CH:31]=3)=[CH:24][CH:25]=2)[CH2:19][C:18]([C:32]([F:37])([F:38])[C:33]([F:35])([F:36])[F:34])=[N:17]1 |f:0.1|. Procedure: The titled compound was prepared in accordance with the same procedures as in Step 2 of Example 200, except for using 1-(2,4-difluoro-phenyl)-5-[5-(1,2,3,6-tetrahydropyridin-4-yl)-thiophen-2-yl]-3-pentafluoroethyl-4,5-dihydro-1H-pyrazole trifluoroacetate Prepared in Step 1 of Example 200; and using dimethylsulfamoyl chloride instead of methanesulfonyl chloride. The reactants are [Cl-].[NH4+] (ammonium chloride), CN(C1(CCC2(OCCO2)CC1)C#N)C (8-dimethylamino-1,4-dioxa-spiro[4.5]decane-8-carbonitrile), C1(=CC=CC=C1)CC[Mg]Cl (2-phenylethylmagnesium chloride), Cl[Si](C)(C)C (ClSiMe3). The solvent is O (water), C1CCOC1 (THF), C1CCOC1 (THF). Run at time 16 hour. The product is Cl.CN(C1(CCC2(OCCO2)CC1)CCC1=CC=CC=C1)C (Dimethyl-(8-phenethyl-1,4-dioxa-spiro[4.5]dec-8-yl)amine Hydrochloride). RXN SMILES: [C:1]1([CH2:7]C[Mg][Cl:10])[CH:6]=[CH:5][CH:4]=[CH:3][CH:2]=1.[CH3:11][N:12]([CH3:25])[C:13]1([C:23]#N)[CH2:22][CH2:21][C:16]2([O:20][CH2:19][CH2:18][O:17]2)[CH2:15][CH2:14]1.[Cl-].[NH4+].Cl[Si](C)(C)C>C1COCC1.O>[ClH:10].[CH3:11][N:12]([CH3:25])[C:13]1([CH2:23][CH2:7][C:1]2[CH:6]=[CH:5][CH:4]=[CH:3][CH:2]=2)[CH2:22][CH2:21][C:16]2([O:20][CH2:19][CH2:18][O:17]2)[CH2:15][CH2:14]1 |f:2.3,7.8|. Procedure: 1M 2-phenylethylmagnesium chloride solution in THF (550 ml, 550 mmole) was added within 15 minutes under argon and while cooling with ice to a solution of 8-dimethylamino-1,4-dioxa-spiro[4.5]decane-8-carbonitrile (39 g, 186 mmole) in THF (300 ml) and the mixture was then stirred for 16 hours at room temperature. The reaction mixture was worked up by adding saturated ammonium chloride solution (295 ml) and water (120 ml) while cooling with ice, and was extracted with diethyl ether (3×150 ml). The... Starting materials: CCOCc1nc(C(F)(F)F)ccc1C=CC(=O)O, Cl, C#Cc1cc(CN)cc(F)c1NS(C)(=O)=O. The product is C#Cc1cc(CNC(=O)C=Cc2ccc(C(F)(F)F)nc2COCC)cc(F)c1NS(C)(=O)=O. RXN SMILES: [CH2:18]([CH3:19])[O:20][CH2:21][c:22]1[n:23][c:24]([C:33]([F:34])([F:35])[F:36])[cH:25][cH:26][c:27]1[CH:28]=[CH:29][C:30](=[O:31])[OH:32].[ClH:17].[NH2:1][CH2:2][c:3]1[cH:4][c:5]([F:16])[c:6]([NH:11][S:12](=[O:13])(=[O:14])[CH3:15])[c:7]([C:9]#[CH:10])[cH:8]1>>[NH:1]([CH2:2][c:3]1[cH:4][c:5]([F:16])[c:6]([NH:11][S:12](=[O:13])(=[O:14])[CH3:15])[c:7]([C:9]#[CH:10])[cH:8]1)[C:30]([CH:29]=[CH:28][c:27]1[c:22]([CH2:21][O:20][CH2:18][CH3:19])[n:23][c:24]([C:33]([F:34])([F:35])[F:36])[cH:25][cH:26]1)=[O:31]. Reactants: C(C1=CC=CC=C1)OC=1C(=CC(=C(C(=N)NO)C1)I)OC (5-benzyloxy-N-hydroxy-2-iodo-4-methoxy-benzamidine), C(C)(=O)Cl (acetyl chloride). Solvent: N1=CC=CC=C1 (pyridine). Conditions: temperature 120 celsius, time 3 hour. The product is C(C1=CC=CC=C1)OC=1C(=CC(=C(C1)C1=NOC(=N1)C)I)OC (3-(5-Benzyloxy-2-iodo-4-methoxyphenyl)-5-methyl-[1,2,4]oxa-diazole). RXN SMILES: [CH2:1]([O:8][C:9]1[C:10]([O:20][CH3:21])=[CH:11][C:12]([I:19])=[C:13]([CH:18]=1)[C:14]([NH:16][OH:17])=[NH:15])[C:2]1[CH:7]=[CH:6][CH:5]=[CH:4][CH:3]=1.[C:22](Cl)(=O)[CH3:23]>N1C=CC=CC=1>[CH2:1]([O:8][C:9]1[C:10]([O:20][CH3:21])=[CH:11][C:12]([I:19])=[C:13]([C:14]2[N:15]=[C:22]([CH3:23])[O:17][N:16]=2)[CH:18]=1)[C:2]1[CH:7]=[CH:6][CH:5]=[CH:4][CH:3]=1. Procedure details: To a mixture of 5-benzyloxy-N-hydroxy-2-iodo-4-methoxy-benzamidine (reference example 3-3) (20 g) and pyridine (115 mL) was added acetyl chloride (3.8 mL) under ice-bath cooling. After stirring at the same temperature for 3 hours, the mixture was stirred and heated at 120° C. for 3 hours. After cooling to room temperature, the mixture was concentrated under reduced pressure. To the residue were added ethyl acetate and 2 mol/L hydrochloric acid. The separated organic layer was washed with 2 mol/L... Starting materials: C(=O)([O-])C(O)C(O)C(=O)[O-].[K+].[Na+] (sodium potassium tartrate), O[C@@H]1[C@]2(C)[C@@H](CC1)[C@@H]1CC=C3CC(C[C@@H]([C@]3(CO)[C@H]1CC2)C)=O (17β,19-dihydroxy-1α-methyl-5-androsten-3-one), [H-].[Al+3].[Li+].[H-].[H-].[H-] (lithium aluminum hydride). Run in O1CCCC1 (tetrahydrofuran), O1CCCC1 (tetrahydrofuran). Product: C[C@H]1C[C@@H](CC2=CC[C@H]3[C@@H]4CC[C@@H]([C@@]4(C)CC[C@@H]3[C@@]12CO)O)O (1α-methyl-5-androstene-3β,17β,19-triol). RXN SMILES: [OH:1][C@H:2]1[CH2:7][CH2:6][C@H:5]2[C@H:8]3[C@H:19]([CH2:20][CH2:21][C@:3]12[CH3:4])[C@:16]1([CH2:17][OH:18])[C:11]([CH2:12][C:13](=[O:23])[CH2:14][C@@H:15]1[CH3:22])=[CH:10][CH2:9]3.[H-].[Al+3].[Li+].[H-].[H-].[H-].C(C(C(C([O-])=O)O)O)([O-])=O.[K+].[Na+]>O1CCCC1>[CH3:22][C@@H:15]1[C@@:16]2([CH2:17][OH:18])[C:11](=[CH:10][CH2:9][C@@H:8]3[C@@H:19]2[CH2:20][CH2:21][C@@:3]2([CH3:4])[C@H:5]3[CH2:6][CH2:7][C@@H:2]2[OH:1])[CH2:12][C@@H:13]([OH:23])[CH2:14]1 |f:1.2.3.4.5.6,7.8.9|. Procedure: A solution of 17β,19-dihydroxy-1α-methyl-5-androsten-3-one in tetrahydrofuran is added to a suspension of lithium aluminum hydride in tetrahydrofuran. After stirring overnight at room temperature an aqueous solution of sodium potassium tartrate is added until a readily filtered granular precipitate forms. This precipitate is removed by filtration and washed well with ether. The filtrate and ether washings are combined, washed with water, dried over magnesium sulfate and concentrated under vacuum... Reactants: C=C1CCN(C(=O)OC(C)(C)C)CC(=O)N(Cc2ccccc2)c2ccccc21, [H][H], C1COCCO1. The product is CC1CCN(C(=O)OC(C)(C)C)CC(=O)N(Cc2ccccc2)c2ccccc21. RXN SMILES: [CH2:1]([c:2]1[cH:3][cH:4][cH:5][cH:6][cH:7]1)[N:8]1[C:9](=[O:29])[CH2:10][N:11]([C:22](=[O:23])[O:24][C:25]([CH3:26])([CH3:27])[CH3:28])[CH2:12][CH2:13][C:14](=[CH2:21])[c:15]2[c:16]1[cH:17][cH:18][cH:19][cH:20]2.[H:30][H:31].[O:32]1[CH2:33][CH2:34][O:35][CH2:36][CH2:37]1>>[CH2:1]([c:2]1[cH:3][cH:4][cH:5][cH:6][cH:7]1)[N:8]1[C:9](=[O:29])[CH2:10][N:11]([C:22](=[O:23])[O:24][C:25]([CH3:26])([CH3:27])[CH3:28])[CH2:12][CH2:13][CH:14]([CH3:21])[c:15]2[c:16]1[cH:17][cH:18][cH:19][cH:20]2. Reactants: crude product, BrC=1C(=NC=CC1)OC1=CC=C(C=C1)NC1=NC2=C(N1C)C=CC=C2 (N-(4-(3-bromopyridin-2-yloxy)phenyl)-1-methyl-1H-benzo[d]imidazol-2-amine), N1=CC(=CC=C1)B(O)O (pyridin-3-ylboronic acid), PdCl2(PPh2iPr2)2, C([O-])([O-])=O.[Na+].[Na+] (sodium carbonate). The solvent is COCCOC (DME), O (Water). Run at temperature 100 celsius. Yields the product N1=C(C(=CC=C1)C=1C=NC=CC1)OC1=CC=C(C=C1)NC1=NC2=C(N1C)C=CC=C2 (N-(4-(3,3′-bipyridin-2-yloxy)phenyl)-1-methyl-1H-benzo[d]imidazol-2-amine). RXN SMILES: Br[C:2]1[C:3]([O:8][C:9]2[CH:14]=[CH:13][C:12]([NH:15][C:16]3[N:20]([CH3:21])[C:19]4[CH:22]=[CH:23][CH:24]=[CH:25][C:18]=4[N:17]=3)=[CH:11][CH:10]=2)=[N:4][CH:5]=[CH:6][CH:7]=1.[N:26]1[CH:31]=[CH:30][CH:29]=[C:28](B(O)O)[CH:27]=1.C(=O)([O-])[O-].[Na+].[Na+]>COCCOC.O>[N:4]1[CH:5]=[CH:6][CH:7]=[C:2]([C:28]2[CH:27]=[N:26][CH:31]=[CH:30][CH:29]=2)[C:3]=1[O:8][C:9]1[CH:14]=[CH:13][C:12]([NH:15][C:16]2[N:20]([CH3:21])[C:19]3[CH:22]=[CH:23][CH:24]=[CH:25][C:18]=3[N:17]=2)=[CH:11][CH:10]=1 |f:2.3.4|. Procedure: To a microwave vial was added N-(4-(3-bromopyridin-2-yloxy)phenyl)-1-methyl-1H-benzo[d]imidazol-2-amine (0.2082 g, 0.527 mmol), pyridin-3-ylboronic acid (0.194 g, 1.580 mmol), PdCl2(PPh2iPr2)2 (0.020 g, 0.032 mmol), and sodium carbonate (0.279 g, 2.63 mmol) in DME (1.317 mL) and Water (0.439 mL). The reaction mixture was stirred and heated in a Discover® model microwave reactor (CEM, Matthews, N.C.) at 100° C. for 15 min (60 watts, Powermax feature on, ramp time 5 min). The crude product was ads...